The task is: describe an organic reaction: reactants, conditions, products, and yield. This data is from the Open Reaction Database (ORD), a public repository of structured organic reaction records. The reactants are COC([C@H](CC1=CC=C(C=C1)C1=CC=CC=C1)NC(C1=CC=C(C(=C1)Br)O)=O)=O (3-(biphenyl-4-yl)-(2S)-(5-bromo-4-hydroxy-benzoylamino)-propionic acid methyl ester), ClC=1C=C(C=CC1F)B(O)O (3-chloro-4-fluorophenylboronic acid), C[Si](C)(C)Br.C(=O)(C(F)(F)F)O.C(Cl)Cl (TMSBr TFA DCM). Yields the product COC([C@H](CC1=CC=C(C=C1)C1=CC=CC=C1)NC(=O)C=1C=C(C=CC1O)C1=CC(=C(C=C1)F)Cl)=O (3-Biphenyl-4-yl-(2S)-[(3′-chloro-4′-fluoro-4-hydroxy- biphenyl-3-carbonyl)-amino]-propionic acid methyl ester). Reaction SMILES: [CH3:1][O:2][C:3](=[O:29])[C@@H:4]([NH:18][C:19](=[O:28])[C:20]1[CH:25]=[C:24](Br)[C:23](O)=[CH:22][CH:21]=1)[CH2:5][C:6]1[CH:11]=[CH:10][C:9]([C:12]2[CH:17]=[CH:16][CH:15]=[CH:14][CH:13]=2)=[CH:8][CH:7]=1.[Cl:30][C:31]1[CH:32]=[C:33](B(O)O)[CH:34]=[CH:35][C:36]=1[F:37].C[Si](Br)(C)C.C(O)(C(F)(F)F)=[O:47].C(Cl)Cl>>[CH3:1][O:2][C:3](=[O:29])[C@@H:4]([NH:18][C:19]([C:20]1[CH:21]=[C:22]([C:33]2[CH:34]=[CH:35][C:36]([F:37])=[C:31]([Cl:30])[CH:32]=2)[CH:23]=[CH:24][C:25]=1[OH:47])=[O:28])[CH2:5][C:6]1[CH:11]=[CH:10][C:9]([C:12]2[CH:17]=[CH:16][CH:15]=[CH:14][CH:13]=2)=[CH:8][CH:7]=1 |f:2.3.4|. Procedure: The resin-bound 3-(biphenyl-4-yl)-(2S)-(5-bromo-4-hydroxy-benzoylamino)-propionic acid methyl ester (50 mg, 0.3 mmol) was reacted with 3-chloro-4-fluorophenylboronic acid (240 mg, 1.5 mmol) following general procedure D, cleaved with TMSBr/TFA/DCM (1:1:5) at rt for 4 h. The residue obtained after removing the solvent was purified by chromatography to give 35 mg of title compound.